This data is from the Open Reaction Database (ORD), a public repository of structured organic reaction records. The task is: describe an organic reaction: reactants, conditions, products, and yield Reactants: NaHSO4,then, C(C)OC(=O)N1CCN(CC1)C(=O)C(CC1=CC(=CC=C1)C(=O)OC)C(=O)NC1=CC2=CC=CC=C2C=C1 (2-[(1-(4-(ethoxycarbonyl)piperazin-1-yl)carbonyl-2-(3-(methoxycarbonyl)phenyl)ethyl)carbonyl]aminonaphthalene), [Li+].[OH-] (LiOH). Solvent: C1CCOC1 (THF), O (water). Reaction conditions: time 5 hour. Yields the product C(C)OC(=O)N1CCN(CC1)C(=O)C(CC1=CC(=CC=C1)C(=O)O)C(=O)NC1=CC2=CC=CC=C2C=C1 (2-[(1-(4-(ethoxycarbonyl)piperazin-1-yl)carbonyl-2-(3-carboxyphenyl)ethyl)carbonyl]aminonaphthalene). Yield: 90.0%. Reaction SMILES: [CH2:1]([O:3][C:4]([N:6]1[CH2:11][CH2:10][N:9]([C:12]([CH:14]([C:26]([NH:28][C:29]2[CH:38]=[CH:37][C:36]3[C:31](=[CH:32][CH:33]=[CH:34][CH:35]=3)[CH:30]=2)=[O:27])[CH2:15][C:16]2[CH:21]=[CH:20][CH:19]=[C:18]([C:22]([O:24]C)=[O:23])[CH:17]=2)=[O:13])[CH2:8][CH2:7]1)=[O:5])[CH3:2].[Li+].[OH-]>C1COCC1.O>[CH2:1]([O:3][C:4]([N:6]1[CH2:11][CH2:10][N:9]([C:12]([CH:14]([C:26]([NH:28][C:29]2[CH:38]=[CH:37][C:36]3[C:31](=[CH:32][CH:33]=[CH:34][CH:35]=3)[CH:30]=2)=[O:27])[CH2:15][C:16]2[CH:21]=[CH:20][CH:19]=[C:18]([C:22]([OH:24])=[O:23])[CH:17]=2)=[O:13])[CH2:8][CH2:7]1)=[O:5])[CH3:2] |f:1.2|. Procedure details: To a solution of 2-[(1-(4-(ethoxycarbonyl)piperazin-1-yl)carbonyl-2-(3-(methoxycarbonyl)phenyl)ethyl)carbonyl]aminonaphthalene (110 mg, 0.2 mmol) in THF (8 mL) was added a solution of LiOH (27 mg, 0.6 mmol) in water (6 mL). The reaction mixture was stirred at ambient temperature. After 5 hours, the reaction mixture was acidified to pH 2-3 by 2N NaHSO4,then extracted with ethyl acetate (3×10 mL). The organic layer was dried over Na2SO4 and evaporated in vacuo to afford 2-[(1-(4-(ethoxycarbonyl)pi... The reactants are C1=CC=C2C(=C1)C3=NC4=NC(=NC5=NC(=NC6=NC(=NC2=N3)C7=CC=CC=C76)C8=CC=CC=C85)C9=CC=CC=C94.[Cu] (copper phthalocyanine), C(CO)O (ethylene glycol). Solvent: C=1(C(=CC=CC1)C)C (xylene). Product: C1=CC=C2C(=C1)C3=NC4=NC(=NC5=NC(=NC6=NC(=NC2=N3)C7=CC=CC=C76)C8=CC=CC=C85)C9=CC=CC=C94.[Cu].C=1(C(=CC=CC1)C)C (copper phthalocyanine xylene). Reaction SMILES: [CH:1]1[CH:6]=[C:5]2[C:7]3[N:22]=[C:21]([C:4]2=[CH:3][CH:2]=1)[N:20]=[C:19]1[C:23]2[C:28]([C:17](=[N:18]1)[N:16]=[C:15]1[C:29]4[C:34]([C:13](=[N:14]1)[N:12]=[C:11]1[C:35]5[C:40]([C:9](=[N:10]1)[N:8]=3)=[CH:39][CH:38]=[CH:37][CH:36]=5)=[CH:33][CH:32]=[CH:31][CH:30]=4)=[CH:27][CH:26]=[CH:25][CH:24]=2.[Cu:41].C(O)CO>C1(C)C(C)=CC=CC=1>[CH:38]1[CH:39]=[C:40]2[C:9]3[N:10]=[C:11]([C:35]2=[CH:36][CH:37]=1)[N:12]=[C:13]1[C:34]2[C:29]([C:15](=[N:14]1)[N:16]=[C:17]1[C:28]4[C:23]([C:19](=[N:18]1)[N:20]=[C:21]1[C:4]5[C:5]([C:7](=[N:22]1)[N:8]=3)=[CH:6][CH:1]=[CH:2][CH:3]=5)=[CH:24][CH:25]=[CH:26][CH:27]=4)=[CH:30][CH:31]=[CH:32][CH:33]=2.[Cu:41].[C:4]1([CH3:21])[C:5]([CH3:7])=[CH:6][CH:1]=[CH:2][CH:3]=1 |f:0.1,4.5.6|. Reported procedure: Thus, using crude copper phthalocyanine and a mixture of ethylene glycol and xylene, a copper phthalocyanine/xylene paste is obtained as one phase and a clear greenish yellow to brown ethylene glycol phase as the second.